describe an organic reaction: reactants, conditions, products, and yield From a dataset of the Open Reaction Database (ORD), a public repository of structured organic reaction records. Reactants: OC1=C2C=CC=C3C(C=4C5=C(OC4C(C=C1)=C32)C=CC=C5)=O (3-hydroxy-7-oxo-7H-benzo[b]phenaleno[2,1-d]furan), BrCCCBr (1,3-dibromopropane). The product is BrCCCOC1=C2C=CC=C3C(C=4C5=C(OC4C(C=C1)=C32)C=CC=C5)=O (3-(3-Bromopropoxy)-7-oxo-7H-benzo[b]phenaleno[2,1-d]furan). As a reaction SMILES: [OH:1][C:2]1[CH:16]=[CH:15][C:14]2=[C:17]3[C:3]=1[CH:4]=[CH:5][CH:6]=[C:7]3[C:8](=[O:22])[C:9]1[C:10]3[CH:21]=[CH:20][CH:19]=[CH:18][C:11]=3[O:12][C:13]=12.[Br:23][CH2:24][CH2:25][CH2:26]Br>>[Br:23][CH2:24][CH2:25][CH2:26][O:1][C:2]1[CH:16]=[CH:15][C:14]2=[C:17]3[C:3]=1[CH:4]=[CH:5][CH:6]=[C:7]3[C:8](=[O:22])[C:9]1[C:10]3[CH:21]=[CH:20][CH:19]=[CH:18][C:11]=3[O:12][C:13]=12. Procedure details: Alternatively, the title compound is prepared by reaction of 3-hydroxy-7-oxo-7H-benzo[b]phenaleno[2,1-d]furan with 1,3-dibromopropane as previously described. Starting materials: CCCCNCc1ccccc1, CCCCCC, O=C(Nc1cccc(Cl)c1)Oc1ccccc1, C1CCOC1. Yields the product CCCCN(Cc1ccccc1)C(=O)Nc1cccc(Cl)c1. As a reaction SMILES: [CH2:18]([c:19]1[cH:20][cH:21][cH:22][cH:23][cH:24]1)[NH:25][CH2:26][CH2:27][CH2:28][CH3:29].[CH3:35][CH2:36][CH2:37][CH2:38][CH2:39][CH3:40].[Cl:1][c:2]1[cH:3][c:4]([NH:8][C:9]([O:10][c:11]2[cH:12][cH:13][cH:14][cH:15][cH:16]2)=[O:17])[cH:5][cH:6][cH:7]1.[O:30]1[CH2:31][CH2:32][CH2:33][CH2:34]1>>[Cl:1][c:2]1[cH:3][c:4]([NH:8][C:9](=[O:17])[N:25]([CH2:18][c:19]2[cH:20][cH:21][cH:22][cH:23][cH:24]2)[CH2:26][CH2:27][CH2:28][CH3:29])[cH:5][cH:6][cH:7]1. The reactants are CC(=O)O, ClI, N#Cc1ccccc1N, O. The product is N#Cc1cc(I)ccc1N. As a reaction SMILES: [C:13]([OH:14])(=[O:15])[CH3:16].[I:1][Cl:2].[NH2:3][c:4]1[c:5]([C:6]#[N:7])[cH:8][cH:9][cH:10][cH:11]1.[OH2:12]>>[I:1][c:9]1[cH:8][c:5]([C:6]#[N:7])[c:4]([NH2:3])[cH:11][cH:10]1. Starting materials: CC(=O)OC(C)=O, ClC(Cl)Cl, CCC(O)C(CC)[N+](=O)[O-], O=S(=O)(O)O. Product: CCC(OC(C)=O)C(CC)[N+](=O)[O-]. As a reaction SMILES: [CH3:11][C:12](=[O:13])[O:14][C:15](=[O:16])[CH3:17].[CH:23]([Cl:24])([Cl:25])[Cl:26].[OH:1][CH:2]([CH:3]([CH2:4][CH3:5])[N+:6](=[O:7])[O-:8])[CH2:9][CH3:10].[S:18](=[O:19])(=[O:20])([OH:21])[OH:22]>>[O:1]([CH:2]([CH:3]([CH2:4][CH3:5])[N+:6](=[O:7])[O-:8])[CH2:9][CH3:10])[C:12]([CH3:11])=[O:13]. The reactants are O.[OH-].[Li+] (lithium hydroxide monohydrate), C(C)(C)(C)OC(=O)N1[C@@H](C[C@@H](C1)O)C(=O)O ((2S,4S)-1-(tert-butoxycarbonyl)-4-hydroxypyrrolidine-2-carboxylic acid), N1C=NC=C1 (imidazole), [Si](C)(C)(C(C)(C)C)Cl (tert-butyldimethylsilyl chloride), Cl (hydrochloric acid). Run in O (water), O (water), ClCCl (dichloromethane), CN(C)C=O (DMF), O (water). Conditions: time 8 hour. Yields the product C(C)(C)(C)OC(=O)N1[C@@H](C[C@@H](C1)O[Si](C)(C)C(C)(C)C)C(=O)O ((2S,4S)-1-(tert-butoxycarbonyl)-4-(tert-butyldimethylsilyloxy)pyrrolidine-2-carboxylic acid). As a reaction SMILES: [C:1]([O:5][C:6]([N:8]1[CH2:12][C@@H:11]([OH:13])[CH2:10][C@H:9]1[C:14]([OH:16])=[O:15])=[O:7])([CH3:4])([CH3:3])[CH3:2].N1C=CN=C1.[Si:22](Cl)([C:25]([CH3:28])([CH3:27])[CH3:26])([CH3:24])[CH3:23].O.[OH-].[Li+].Cl>ClCCl.CN(C=O)C.O>[C:1]([O:5][C:6]([N:8]1[CH2:12][C@@H:11]([O:13][Si:22]([C:25]([CH3:28])([CH3:27])[CH3:26])([CH3:24])[CH3:23])[CH2:10][C@H:9]1[C:14]([OH:16])=[O:15])=[O:7])([CH3:4])([CH3:2])[CH3:3] |f:3.4.5|. Reported procedure: To a solution of Example 127A (5.31 g, 22.96 mmol) and imidazole (7.82 g, 115 mmol) in dichloromethane (106 mL) and DMF (21.3 mL) was added tert-butyldimethylsilyl chloride (7.61 g, 50.5 mmol) and the mixture stirred at room temperature overnight. The mixture then had water (425 mL) added and the solution was extracted with EtOAc and the organic extract concentrated to a residue that was dissolved in 25% EtOAc and 75% hexanes then extracted with brine and the organic extract concentrated to a so...